This data is from the Open Reaction Database (ORD), a public repository of structured organic reaction records. The task is: describe an organic reaction: reactants, conditions, products, and yield Reactants: C(CCC)[Li] (n-Butyllithium), hexanes, BrC1=CC(=CC=C1)C1CC1 (1-bromo-3-cyclopropyl-benzene), C(=O)=O (carbon dioxide). Reaction conditions: time 1 hour. Yields the product C1(CC1)C=1C=C(C(=O)O)C=CC1 (3-Cyclopropyl-benzoic acid). As a reaction SMILES: C([Li])CCC.Br[C:7]1[CH:12]=[CH:11][CH:10]=[C:9]([CH:13]2[CH2:15][CH2:14]2)[CH:8]=1.[C:16](=[O:18])=[O:17]>>[CH:13]1([C:9]2[CH:8]=[C:7]([CH:12]=[CH:11][CH:10]=2)[C:16]([OH:18])=[O:17])[CH2:15][CH2:14]1. Reported procedure: 1.0 M Diethyl zinc in hexanes (27.3 ml, 27.3 mmol) was added to a solution of 2,4,6-trichlorophenol (5.4 g, 27.3 mmol) in dichloromethane (100 ml) at −40° C. After stirring for 15 minutes, diiodo-methane (2.2 mL, 27.3 mmol) was added at −40° C. and stirred for an additional 15 minutes. 1-Bromo-3-vinyl-benzene (2.5 g, 13.7 mmol) was then added to the reaction mixture, allowed to warm to room temperature, and left stirring overnight. The reaction mixture was diluted with dichloromethane, washed wi... Starting materials: COC1=CC=C(C=C1)NCCCOC1=CC2=CC=CC=C2C=C1 (N-(4-methoxyphenyl)-(3-(naphthalen-2-yloxy)propyl)amine), C(CCC)I (butyl iodide). Solvent: CC(=O)C (acetone). The product is COC1=CC=C(C=C1)N(CCCC)CCCOC1=CC2=CC=CC=C2C=C1 (N-(4-methoxyphenyl)-N-butyl-(3-(naphthalen-2-yloxy) propyl) amine). RXN SMILES: [CH3:1][O:2][C:3]1[CH:8]=[CH:7][C:6]([NH:9][CH2:10][CH2:11][CH2:12][O:13][C:14]2[CH:23]=[CH:22][C:21]3[C:16](=[CH:17][CH:18]=[CH:19][CH:20]=3)[CH:15]=2)=[CH:5][CH:4]=1.[CH2:24](I)[CH2:25][CH2:26][CH3:27]>CC(C)=O>[CH3:1][O:2][C:3]1[CH:4]=[CH:5][C:6]([N:9]([CH2:10][CH2:11][CH2:12][O:13][C:14]2[CH:23]=[CH:22][C:21]3[C:16](=[CH:17][CH:18]=[CH:19][CH:20]=3)[CH:15]=2)[CH2:24][CH2:25][CH2:26][CH3:27])=[CH:7][CH:8]=1. Procedure details: A mixture of N-(4-methoxyphenyl)-(3-(naphthalen-2-yloxy)propyl)amine (0.5 gm, 0.002 mole) and butyl iodide(1 ml, 0.003 mole) was taken in dry acetone (40 ml). It was refluxed for 12 hrs and the progress of reaction checked by TLC. Reaction mixture was filtered and the filtrate was concentrated to get oily compound which was further crystallized by benzene hexane mixture to get N-(4-methoxyphenyl)-N-butyl-(3-(naphthalen-2-yloxy) propyl) amine crystallized yellow solid, m.p. 127° C., (yield 0.78 g... Reactants: COC(=O)C=1N=C(N(C(C1OC(C1=CC=CC=C1)=O)=O)C)[C@H]1N(CC(C1)(F)F)C(=O)OCC1=CC=CC=C1 (Methyl-5-(benzoyloxy)-2-{(2S)-1-[(benzyloxy)carbonyl]-4,4-difluoropyrrolidin-2-yl}-1-methyl-6-oxo-1,6-dihydropyrimidine-4-carboxylate), FC1=CC=C(CN)C=C1 (4-fluorobenzyl amine). The solvent is CO (MeOH). Product: C(C1=CC=CC=C1)OC(=O)N1[C@@H](CC(C1)(F)F)C=1N(C(C(=C(N1)C(=O)NCC1=CC=C(C=C1)F)O)=O)C (Benzyl-(2S)-4,4-difluoro-2-(4-{[(4-fluorobenzyl)amino]carbonyl}-5-hydroxy-1-methyl-6-oxo-1,6-dihydropyrimidin-2-yl)pyrrolidine-1-carboxylate). Reaction SMILES: C[O:2][C:3]([C:5]1[N:6]=[C:7]([C@@H:22]2[CH2:26][C:25]([F:28])([F:27])[CH2:24][N:23]2[C:29]([O:31][CH2:32][C:33]2[CH:38]=[CH:37][CH:36]=[CH:35][CH:34]=2)=[O:30])[N:8]([CH3:21])[C:9](=[O:20])[C:10]=1[O:11]C(=O)C1C=CC=CC=1)=O.[F:39][C:40]1[CH:47]=[CH:46][C:43]([CH2:44][NH2:45])=[CH:42][CH:41]=1>CO>[CH2:32]([O:31][C:29]([N:23]1[CH2:24][C:25]([F:28])([F:27])[CH2:26][C@H:22]1[C:7]1[N:8]([CH3:21])[C:9](=[O:20])[C:10]([OH:11])=[C:5]([C:3]([NH:45][CH2:44][C:43]2[CH:46]=[CH:47][C:40]([F:39])=[CH:41][CH:42]=2)=[O:2])[N:6]=1)=[O:30])[C:33]1[CH:38]=[CH:37][CH:36]=[CH:35][CH:34]=1. Procedure details: Methyl-5-(benzoyloxy)-2-{(2S)-1-[(benzyloxy)carbonyl]-4,4-difluoropyrrolidin-2-yl}-1-methyl-6-oxo-1,6-dihydropyrimidine-4-carboxylate in dry MeOH was treated with 4-fluorobenzyl amine (2.5 eq.) at reflux for 2 hours. Solvent was removed in vacuo and the residue was taken up in ethyl acetate, washed with HCl 1N, brine, dried over Na2SO4. The filtrate was concentrated in vacuo and triturated with ethyl ether to obtain the title compound as a 1.5:1 mixture of two rotamers by NMR. Reactants: FC(C(C(C(F)(F)F)(F)F)(F)F)(S(=O)O)F (perfluorobutanesulphinic acid), C(=O)(O)[O-].[Na+] (NaHCO3), C=CC(C)=C (isoprene), ice water. Conditions: temperature 0 celsius. The product is CC(=CCS(=O)(=O)C(C(C(C(F)(F)F)(F)F)(F)F)(F)F)C (Perfluorobutyl 3-methyl-2-butenyl sulphone). Isolated yield 60.0%. RXN SMILES: [F:1][C:2]([F:16])([S:13]([OH:15])=[O:14])[C:3]([F:12])([F:11])[C:4]([F:10])([F:9])[C:5]([F:8])([F:7])[F:6].[CH2:17]=[CH:18][C:19](=[CH2:21])[CH3:20].C([O-])(O)=O.[Na+]>>[CH3:20][C:19]([CH3:21])=[CH:18][CH2:17][S:13]([C:2]([F:1])([F:16])[C:3]([F:11])([F:12])[C:4]([F:10])([F:9])[C:5]([F:8])([F:7])[F:6])(=[O:15])=[O:14] |f:2.3|. Reported procedure: 25 g (0.088 mol) of perfluorobutanesulphinic acid were initially introduced into a 100 ml three-necked flask and cooled to 0° C. Freshly distilled isoprene was then added dropwise, in excess, during which a dropping rate of 1 drop per minute had to be maintained. After the dropwise addition, the solution was immediately poured into ice-water neutralized with NaHCO3 and extracted with ether. After drying with MgSO4, the ether extract was filtered, the ether was stripped off from the filtrate in a... The reactants are O=C([O-])[O-], COC(C)(C)C, CN(C)C=O, Cc1nc(-c2ccc(C(F)(F)F)cc2)sc1CCl, [Cs+], [Cs+], N#Cc1ccc(O)cc1F. RXN SMILES: [C:19](=[O:20])([O-:21])[O-:22].[CH3:35][O:36][C:37]([CH3:38])([CH3:39])[CH3:40].[CH3:41][N:42]([CH3:43])[CH:44]=[O:45].[Cl:1][CH2:2][c:3]1[c:4]([CH3:18])[n:5][c:6](-[c:8]2[cH:9][cH:10][c:11]([C:14]([F:15])([F:16])[F:17])[cH:12][cH:13]2)[s:7]1.[Cs+:23].[Cs+:24].[F:25][c:26]1[c:27]([C:28]#[N:29])[cH:30][cH:31][c:32]([OH:34])[cH:33]1>>[CH2:2]([c:3]1[c:4]([CH3:18])[n:5][c:6](-[c:8]2[cH:9][cH:10][c:11]([C:14]([F:15])([F:16])[F:17])[cH:12][cH:13]2)[s:7]1)[O:34][c:32]1[cH:31][cH:30][c:27]([C:28]#[N:29])[c:26]([F:25])[cH:33]1. Product: Cc1nc(-c2ccc(C(F)(F)F)cc2)sc1COc1ccc(C#N)c(F)c1. Starting materials: CC(=O)N1CCN(c2ccc(NC(=O)Cc3cnc(Cl)c(C)c3)nc2)CC1, CCCC[Sn](CCCC)(CCCC)c1ccnc(C)c1, Cl[Pd]Cl, CN(C)C=O. Yields the product CC(=O)N1CCN(c2ccc(NC(=O)Cc3cnc(-c4ccnc(C)c4)c(C)c3)nc2)CC1. RXN SMILES: [C:1]([CH3:2])(=[O:3])[N:4]1[CH2:5][CH2:6][N:7]([c:10]2[cH:11][cH:12][c:13]([NH:16][C:17]([CH2:18][c:19]3[cH:20][n:21][c:22]([Cl:26])[c:23]([CH3:25])[cH:24]3)=[O:27])[n:14][cH:15]2)[CH2:8][CH2:9]1.[CH3:28][c:29]1[n:30][cH:31][cH:32][c:33]([Sn:35]([CH2:36][CH2:37][CH2:38][CH3:39])([CH2:40][CH2:41][CH2:42][CH3:43])[CH2:44][CH2:45][CH2:46][CH3:47])[cH:34]1.[Cl:53][Pd:54][Cl:55].[O:48]=[CH:49][N:50]([CH3:51])[CH3:52]>>[C:1]([CH3:2])(=[O:3])[N:4]1[CH2:5][CH2:6][N:7]([c:10]2[cH:11][cH:12][c:13]([NH:16][C:17]([CH2:18][c:19]3[cH:20][n:21][c:22](-[c:33]4[cH:32][cH:31][n:30][c:29]([CH3:28])[cH:34]4)[c:23]([CH3:25])[cH:24]3)=[O:27])[n:14][cH:15]2)[CH2:8][CH2:9]1. The reactants are CC(C)(C=O)Cc1ccccc1, O=[Cr]([O-])[O-], [Cu+2], [H][H]. Product: CC(C)(CO)Cc1ccccc1. Reaction SMILES: [CH3:1][C:2]([CH:3]=[O:4])([CH2:5][c:6]1[cH:7][cH:8][cH:9][cH:10][cH:11]1)[CH3:12].[Cr:15]([O-:16])([O-:17])=[O:18].[Cu+2:19].[H:13][H:14]>>[CH3:1][C:2]([CH2:3][OH:4])([CH2:5][c:6]1[cH:7][cH:8][cH:9][cH:10][cH:11]1)[CH3:12].